From a dataset of the Open Reaction Database (ORD), a public repository of structured organic reaction records. describe an organic reaction: reactants, conditions, products, and yield Starting materials: B, CCOC(C)=O, COc1c(F)c(CC(=O)O)cc2ccsc12, [Na+], C1CCOC1, C1CCOC1, [OH-], O. RXN SMILES: [BH3:22].[CH3:23][CH2:24][O:25][C:26](=[O:27])[CH3:28].[F:1][c:2]1[c:3]([CH2:13][C:14](=[O:15])[OH:16])[cH:4][c:5]2[c:6]([s:7][cH:8][cH:9]2)[c:10]1[O:11][CH3:12].[Na+:30].[O:17]1[CH2:18][CH2:19][CH2:20][CH2:21]1.[O:31]1[CH2:32][CH2:33][CH2:34][CH2:35]1.[OH-:29].[OH2:36]>>[F:1][c:2]1[c:3]([CH2:13][CH2:14][OH:15])[cH:4][c:5]2[c:6]([s:7][cH:8][cH:9]2)[c:10]1[O:11][CH3:12]. The product is COc1c(F)c(CCO)cc2ccsc12. The reactants are C(CCCCCCCCCCCCCCC)(=O)OC(CC(=O)O)CCCCCCCCCCCCCCC (3-hexadecanoyloxyoctadecanoic acid), ( 5 ), NCCCCC(=O)O (5-aminopentanoic acid). Yields the product C(CCCCCCCCCCCCCCC)(=O)OC(CC(=O)NCCCCC(=O)O)CCCCCCCCCCCCCCC (N-(3-hexadecanoyloxyoctadecanoyl)-5-aminopentanoic acid). Yield: 89.5%. As a reaction SMILES: [C:1]([O:18][CH:19]([CH2:24][CH2:25][CH2:26][CH2:27][CH2:28][CH2:29][CH2:30][CH2:31][CH2:32][CH2:33][CH2:34][CH2:35][CH2:36][CH2:37][CH3:38])[CH2:20][C:21]([OH:23])=O)(=[O:17])[CH2:2][CH2:3][CH2:4][CH2:5][CH2:6][CH2:7][CH2:8][CH2:9][CH2:10][CH2:11][CH2:12][CH2:13][CH2:14][CH2:15][CH3:16].[NH2:39][CH2:40][CH2:41][CH2:42][CH2:43][C:44]([OH:46])=[O:45]>>[C:1]([O:18][CH:19]([CH2:24][CH2:25][CH2:26][CH2:27][CH2:28][CH2:29][CH2:30][CH2:31][CH2:32][CH2:33][CH2:34][CH2:35][CH2:36][CH2:37][CH3:38])[CH2:20][C:21]([NH:39][CH2:40][CH2:41][CH2:42][CH2:43][C:44]([OH:46])=[O:45])=[O:23])(=[O:17])[CH2:2][CH2:3][CH2:4][CH2:5][CH2:6][CH2:7][CH2:8][CH2:9][CH2:10][CH2:11][CH2:12][CH2:13][CH2:14][CH2:15][CH3:16]. Reported procedure: Starting from 3-hexadecanoyloxyoctadecanoic acid (5.38 g) prepared by the method described in Preparation A-2 (5) and 5-aminopentanoic acid (5 g), N-(3-hexadecanoyloxyoctadecanoyl)-5-aminopentanoic acid (5.7 g) was obtained as crystals according to a similar manner to that of Preparation B-1. M.p. 66°-67°. Reactants: NCCCC1=NC=C(C=C1)CCCN (2,5-di-(3-aminopropyl)pyridine), C1(=CC=CC=C1)C (toluene), NaNH2. The solvent is O (water), O (water), O (water). Run at time 15 hour. Product: N1=C(C=CC=2CCCNC12)CCCN (3-(5,6,7,8-tetrahydro-[1,8]-naphthyridin-2-yl)propylamine). Isolated yield 94.6%. RXN SMILES: [NH2:1][CH2:2][CH2:3][CH2:4][C:5]1[CH:10]=[CH:9][C:8]([CH2:11][CH2:12][CH2:13][NH2:14])=[CH:7][N:6]=1.C1(C)C=CC=CC=1>O>[N:6]1[C:7]2[NH:14][CH2:13][CH2:12][CH2:11][C:8]=2[CH:9]=[CH:10][C:5]=1[CH2:4][CH2:3][CH2:2][NH2:1]. Reported procedure: A 100 mL round-bottom flask equipped with a N2 inlet was charged with 1-3 (2.54 g, 13.1 mmol), toluene (65 mL), and freshly grounded NaNH2 (2.69 g, 65.5 mmol). The flask was evacuated and back filled with N2 and placed in a 90° C. oil bath. After 15 h, water (1.18 mL, 65.5 mmol) was added slowly without removing the flask from the oil bath. Caution: an exothermic reaction occurs upon addition of water. After the addition of water, the resulting mixture was filtered while hot, followed by 65 mL o... Starting materials: COCCOC1=C(C=CC=C1)S(=O)(=O)N=C=O (2-methoxyethoxy-phenylsulfonyl isocyanate), NC1=NC(=NC(=N1)OC)C (2-amino-4-methoxy-6-methyl-1,3,5-triazine). Run in O1CCOCC1 (dioxane). Yields the product COCCOC1=C(C=CC=C1)S(=O)(=O)NC(=O)NC1=NC(=NC(=N1)OC)C (N-(2-Methoxyethoxy-phenylsulfonyl)-N'-(4-methoxy-6-methyl-1,3,5-triazin-2-yl)-urea). As a reaction SMILES: [CH3:1][O:2][CH2:3][CH2:4][O:5][C:6]1[CH:11]=[CH:10][CH:9]=[CH:8][C:7]=1[S:12]([N:15]=[C:16]=[O:17])(=[O:14])=[O:13].[NH2:18][C:19]1[N:24]=[C:23]([O:25][CH3:26])[N:22]=[C:21]([CH3:27])[N:20]=1>O1CCOCC1>[CH3:1][O:2][CH2:3][CH2:4][O:5][C:6]1[CH:11]=[CH:10][CH:9]=[CH:8][C:7]=1[S:12]([NH:15][C:16]([NH:18][C:19]1[N:24]=[C:23]([O:25][CH3:26])[N:22]=[C:21]([CH3:27])[N:20]=1)=[O:17])(=[O:14])=[O:13]. Reported procedure: 9.0 g of 2-methoxyethoxy-phenylsulfonyl isocyanate and 4.9 g of 2-amino-4-methoxy-6-methyl-1,3,5-triazine are refluxed in 60 ml of absolute dioxane for 3 hours. The mixture is treated with activated carbon, filtrated and evaporated to 1/5 of the original volume. After addition of ether 13.0 g of N-(2-methoxyethoxy-phenylsulfonyl)-N'-(4-methoxy-6-methyl-1,3,5-triazin-2-yl)-urea crystallise therefrom, m.p. 134°-138° C. The reactants are C(CO)O (ethylene glycol), [I-].[K+] (potassium iodide), C1(=CC=C(C=C1)S(=O)(=O)Cl)C (p-toluenesulfonylchloride). The reagents and catalysts are [Ag]=O (silver oxide). Run in C(Cl)Cl (methylene chloride). Conditions: temperature 0 celsius, time 2 hour. Product: OCCOS(=O)(=O)C1=CC=C(C=C1)C (2-hydroxyethyl-p-toluenesulfonate). Yield: 29.7%. RXN SMILES: [CH2:1]([OH:4])[CH2:2][OH:3].[I-].[K+].[C:7]1([CH3:17])[CH:12]=[CH:11][C:10]([S:13](Cl)(=[O:15])=[O:14])=[CH:9][CH:8]=1>C(Cl)Cl.[Ag]=O>[OH:3][CH2:2][CH2:1][O:4][S:13]([C:10]1[CH:11]=[CH:12][C:7]([CH3:17])=[CH:8][CH:9]=1)(=[O:15])=[O:14] |f:1.2|. Procedure: 621 mg (corresponding to 10.0 mmol) of ethylene glycol was dissolved in 100 mL of methylene chloride. To this solution under an ice bath, 3.49 g (corresponding to 15.0 mmol) of silver oxide, 350 mg (corresponding to 2.1 mmol) of potassium iodide and 2.10 g (corresponding to 11.0 mmol) of p-toluenesulfonylchloride were added. The resulting mixture was stirred at 0° C. for 2 hours. Insoluble matters were filtered out of the reaction mixture, and were washed with ethyl acetate. The washings were co... Starting materials: C(OC(C)C)(OC(C)C)OC(C)C (triisopropyl orthoformate), C1(CCCCC1)=O (cyclohexanone), C(C)(C)O (isopropanol), reagent. Reagents/catalysts: [Fe](Cl)(Cl)Cl (iron (III) chloride), FeCl3. Reaction conditions: temperature 5 celsius. The product is C(C)(C)OC1=CCCCC1 (1-isopropoxy-1-cyclohexene). Isolated yield 92.0%. As a reaction SMILES: [CH:1]([O:10][CH:11]([CH3:13])[CH3:12])(OC(C)C)OC(C)C.[C:14]1(=O)[CH2:19][CH2:18]C[CH2:16][CH2:15]1.C(O)(C)C>[Fe](Cl)(Cl)Cl>[CH:11]([O:10][C:1]1[CH2:18][CH2:19][CH2:14][CH2:15][CH:16]=1)([CH3:12])[CH3:13]. Procedure details: A mixture of 190.3 g (1 mol) triisopropyl orthoformate, 98.15 g (1 mol) of cyclohexanone and 6.00 g (0.10 mol) of isopropanol was placed in a three-neck round bottom flask and cooled to about 5° C. in an ice bath. The mixture was stirred and 0.4 g (2 mmol) of reagent grade iron (III) chloride was added. Upon addition of the FeCl3 catalyst, the temperature of the mixture rose to about 15-20° C., indicating that the reaction was proceeding. The mixture was stirred at 20° C. until gas-chromatograph... Starting materials: CO, CCN(CC(F)(F)F)C(=O)COC(C)=O, [Na+], [OH-]. The product is CCN(CC(F)(F)F)C(=O)CO. Reaction SMILES: [CH3:18][OH:19].[F:3][C:4]([CH2:5][N:6]([C:7]([CH2:8][O:9][C:10](=[O:11])[CH3:12])=[O:13])[CH2:14][CH3:15])([F:16])[F:17].[Na+:2].[OH-:1]>>[F:3][C:4]([CH2:5][N:6]([C:7]([CH2:8][OH:9])=[O:13])[CH2:14][CH3:15])([F:16])[F:17]. The reactants are CC(=O)C=C (methylvinylketone), C(Cl)(Cl)Cl (chloroform), C(C)(C)(C)OC(=O)N1C[C@H](N[C@H](C1)C)C (Cis-3,5-dimethylpiperazine-1-carboxylic acid tert-butyl ester). The product is Cl.C[C@@H]1N([C@@H](CNC1)C)O (Cis-2,6-Dimethyl-Piperazin-1-ol Hydrochloride). Reaction SMILES: C(OC([N:8]1[CH2:13][C@H:12]([CH3:14])[NH:11][C@H:10]([CH3:15])[CH2:9]1)=O)(C)(C)C.CC(C=C)=[O:18].C(Cl)(Cl)[Cl:22]>>[ClH:22].[CH3:14][C@H:12]1[CH2:13][NH:8][CH2:9][C@@H:10]([CH3:15])[N:11]1[OH:18] |f:3.4|. Reported procedure: Cis-3,5-dimethylpiperazine-1-carboxylic acid tert-butyl ester (3.00 g; prepared according to the method E. Jon Jacobson et. al.: J. Med. Chemistry. 1999, Vol. 42, 1123-144) in 47 mL chloroform was treated with methylvinylketone (1.7 mL) at room temperature and heated at reflux for two days. The reaction was then concentrated, diluted with THF and heated at reflux for 1 day before purifying by column chromatography (0 to 10% MeOH/DCM) to afford 0.865 g of the title compound as a clear, colorless ... The reactants are O=C(OC(Cl)(Cl)Cl)Cl (diphosgene), methyl ester, N[C@@H]([C@@H](C)CC)C(=O)O (isoleucine), C (charcoal). Run in O1CCOCC1 (dioxane). The product is [N-]=C=O.COC([C@@H](N)[C@@H](C)CC)=O (isoleucine methyl ester isocyanate). RXN SMILES: O=[C:2](Cl)[O:3][C:4](Cl)(Cl)Cl.[NH2:9][C@H:10]([C:15]([OH:17])=[O:16])[C@H:11]([CH2:13][CH3:14])[CH3:12].C>O1CCOCC1>[N-:9]=[C:4]=[O:3].[CH3:2][O:16][C:15](=[O:17])[C@H:10]([C@H:11]([CH2:13][CH3:14])[CH3:12])[NH2:9] |f:4.5|. Reported procedure: 0.35 mol diphosgene is added dropwise over 1 hour to a mixture of 0.28 mol of the methyl ester of isoleucine and 0.4 g activated charcoal in 400 mL dioxane under N2. The reaction mixture is then heated and stirred at reflux for 21/2 hours. The reaction mixture is then cooled, filtered, and concentrated to dryness by rotary evaporator, keeping exposure to moisture to a minimum. The crude product is re-dissolved in 100 mL THF, and the pH of the solution is adjusted to 5.5-6.0 by addition of pyridi... The reactants are O=C([O-])O, CCOC(=O)C=C(C=CC(=O)c1cc(OC)ccc1OC)c1ccccc1, CCO, [Na+], O. Yields the product COc1ccc(OC)c(C(=O)C=CC(=CC(=O)O)c2ccccc2)c1. RXN SMILES: [C:31](=[O:32])([OH:33])[O-:34].[CH3:1][O:2][c:3]1[c:4]([C:11]([CH:12]=[CH:13][C:14](=[CH:15][C:16](=[O:17])[O:18][CH2:19][CH3:20])[c:21]2[cH:22][cH:23][cH:24][cH:25][cH:26]2)=[O:27])[cH:5][c:6]([O:9][CH3:10])[cH:7][cH:8]1.[CH3:28][CH2:29][OH:30].[Na+:35].[OH2:36]>>[CH3:1][O:2][c:3]1[c:4]([C:11]([CH:12]=[CH:13][C:14](=[CH:15][C:16](=[O:17])[OH:18])[c:21]2[cH:22][cH:23][cH:24][cH:25][cH:26]2)=[O:27])[cH:5][c:6]([O:9][CH3:10])[cH:7][cH:8]1.